Dataset: the Open Reaction Database (ORD), a public repository of structured organic reaction records. Task: describe an organic reaction: reactants, conditions, products, and yield Starting materials: ClC1=CC=C(C=C1)C=1C(=NC=C(C(=O)O)C1)OCC(F)(F)F (5-(4-chloro-phenyl)-6-(2,2,2-trifluoro-ethoxy)-nicotinic acid), Cl.FC(C1=NOC(=N1)CN)(F)F (C-(3-trifluoromethyl-[1,2,4]oxadiazol-5-yl)-methylamine hydrochloride). The product is ClC1=CC=C(C=C1)C=1C(=NC=C(C(=O)NCC2=NC(=NO2)C(F)(F)F)C1)OCC(F)(F)F (5-(4-chloro-phenyl)-6-(2,2,2-trifluoro-ethoxy)-N-(3-trifluoromethyl-[1,2,4]oxadiazol-5-ylmethyl)-nicotinamide). As a reaction SMILES: [Cl:1][C:2]1[CH:7]=[CH:6][C:5]([C:8]2[C:9]([O:17][CH2:18][C:19]([F:22])([F:21])[F:20])=[N:10][CH:11]=[C:12]([CH:16]=2)[C:13](O)=[O:14])=[CH:4][CH:3]=1.Cl.[F:24][C:25]([F:34])([F:33])[C:26]1[N:30]=[C:29]([CH2:31][NH2:32])[O:28][N:27]=1>>[Cl:1][C:2]1[CH:3]=[CH:4][C:5]([C:8]2[C:9]([O:17][CH2:18][C:19]([F:22])([F:21])[F:20])=[N:10][CH:11]=[C:12]([CH:16]=2)[C:13]([NH:32][CH2:31][C:29]2[O:28][N:27]=[C:26]([C:25]([F:34])([F:33])[F:24])[N:30]=2)=[O:14])=[CH:6][CH:7]=1 |f:1.2|. Procedure details: The title compound was synthesized in analogy to Example 1, using 5-(4-chloro-phenyl)-6-(2,2,2-trifluoro-ethoxy)-nicotinic acid (CAS Registry No. 1018782-82-5) and C-(3-trifluoromethyl-[1,2,4]oxadiazol-5-yl)-methylamine hydrochloride (CAS registry No. 944905-93-5; example AK) as starting materials, LC-MS (UV peak area/ESI) 100%, 479.0355 (M+H)+. Starting materials: CC=1C=C(C=O)OC1C (4,5-dimethylfurfural), O (Water), BrC1=NC=CC=C1C (2-Bromo-3-methylpyridine), C(CCC)[Li].CCCCCC (n-butyllithium n-hexane). Reaction conditions: temperature -78 celsius, time 30 minute. RXN SMILES: Br[C:2]1[C:7]([CH3:8])=[CH:6][CH:5]=[CH:4][N:3]=1.C([Li])CCC.CCCCCC.[CH3:20][C:21]1[CH:22]=[C:23]([O:26][C:27]=1[CH3:28])[CH:24]=[O:25].O>O1CCCC1>[CH3:20][C:21]1[CH:22]=[C:23]([CH:24]([C:2]2[C:7]([CH3:8])=[CH:6][CH:5]=[CH:4][N:3]=2)[OH:25])[O:26][C:27]=1[CH3:28] |f:1.2|. Run in O1CCCC1 (tetrahydrofuran), O1CCCC1 (tetrahydrofuran). Reported procedure: 2-Bromo-3-methylpyridine (1.53 g) was dissolved in tetrahydrofuran (40 ml) under an argon atmosphere to prepare a solution. A 1.6M n-butyllithium/n-hexane solution (5.7 ml) was added dropwise to the solution at −78° C., and the mixture was then stirred at −78° C. for 30 min. A solution of 4,5-dimethylfurfural (1.00 g) in tetrahydrofuran (20 ml) was added dropwise thereto, and the temperature of the mixture was raised to room temperature while stirring. Water was added to the reaction solution to... The product is CC=1C=C(OC1C)C(O)C1=NC=CC=C1C ((4,5-dimethylfuran-2-yl)-(3-methyl-pyridin-2-yl)-methanol). Isolated yield 66.8%. Reactants: CC1(C)CC(=O)CC(C)(C)N1, CO, NCCCN1CCOCC1. Product: CC1(C)CC(NCCCN2CCOCC2)CC(C)(C)N1. As a reaction SMILES: [CH3:11][C:12]1([CH3:21])[NH:13][C:14]([CH3:19])([CH3:20])[CH2:15][C:16](=[O:18])[CH2:17]1.[CH3:22][OH:23].[O:1]1[CH2:2][CH2:3][N:4]([CH2:7][CH2:8][CH2:9][NH2:10])[CH2:5][CH2:6]1>>[O:1]1[CH2:2][CH2:3][N:4]([CH2:7][CH2:8][CH2:9][NH:10][CH:16]2[CH2:15][C:14]([CH3:19])([CH3:20])[NH:13][C:12]([CH3:11])([CH3:21])[CH2:17]2)[CH2:5][CH2:6]1.